Task: describe an organic reaction: reactants, conditions, products, and yield. Dataset: the Open Reaction Database (ORD), a public repository of structured organic reaction records The reactants are C(C)(C)N=C=O (Isopropylisocyanate), O1C(=NC2=C1C=CC=C2)N2[C@@H](CCCC2)C(=O)NCCN2[C@H](CNC[C@H]2C)C ((2S)-1-(1,3-benzoxazol-2-yl)-N2 -2-[(cis)-2,6-dimethyl-1-piperazinyl]ethyl-2-piperidinecarboxamide), C([O-])([O-])=O.[K+].[K+] (potassium carbonate). Solvent: C(C)#N (acetonitrile). Reaction conditions: time 5 hour. Yields the product N (ammonia), O1C(=NC2=C1C=CC=C2)N2[C@@H](CCCC2)C(=O)NCCN2[C@@H](CN(C[C@@H]2C)C(=O)NC(C)C)C ((cis)-4-[2-([(2S)-1-(1,3-benzoxazol-2-yl)-2-piperidinyl]carbonylamino)ethyl]-N1 -isopropyl-3,5-dimethyl-1-piperazinecarboxamide). Reaction SMILES: [CH:1]([N:4]=[C:5]=[O:6])([CH3:3])[CH3:2].[O:7]1[C:11]2[CH:12]=[CH:13][CH:14]=[CH:15][C:10]=2[N:9]=[C:8]1[N:16]1[CH2:21][CH2:20][CH2:19][CH2:18][C@H:17]1[C:22]([NH:24][CH2:25][CH2:26][N:27]1[C@H:32]([CH3:33])[CH2:31][NH:30][CH2:29][C@@H:28]1[CH3:34])=[O:23].C(=O)([O-])[O-].[K+].[K+]>C(#N)C>[NH3:4].[O:7]1[C:11]2[CH:12]=[CH:13][CH:14]=[CH:15][C:10]=2[N:9]=[C:8]1[N:16]1[CH2:21][CH2:20][CH2:19][CH2:18][C@H:17]1[C:22]([NH:24][CH2:25][CH2:26][N:27]1[C@@H:32]([CH3:33])[CH2:31][N:30]([C:5]([NH:4][CH:1]([CH3:3])[CH3:2])=[O:6])[CH2:29][C@H:28]1[CH3:34])=[O:23] |f:2.3.4|. Procedure details: Isopropylisocyanate (0.029 ml) was added to a solution of (2S)-1-(1,3-benzoxazol-2-yl)-N2 -2-[(cis)-2,6-dimethyl-1-piperazinyl]ethyl-2-piperidinecarboxamide (105 mg) [see Example 8] and potassium carbonate (37.5 mg) in acetonitrile (3. ml). The reaction mixture was stirred at room temperature for 5 hours, after which time the solvent was removed under reduced pressure and the residue partitioned between ethyl acetate and water. The organic layer was separated, dried over magnesium sulphate and t... The reactants are CC(=O)Br, COc1c(O)cc2c(c1Sc1ccccc1)CCN(C)CC2, O=C(O)C(F)(F)F. Yields the product COc1c(OC(C)=O)cc2c(c1Sc1ccccc1)CCN(C)CC2. RXN SMILES: [C:23]([CH3:24])(=[O:25])[Br:26].[OH:1][c:2]1[c:3]([O:21][CH3:22])[c:4]([S:14][c:15]2[cH:16][cH:17][cH:18][cH:19][cH:20]2)[c:5]2[c:6]([cH:13]1)[CH2:7][CH2:8][N:9]([CH3:12])[CH2:10][CH2:11]2.[OH:27][C:28]([C:29]([F:30])([F:31])[F:32])=[O:33]>>[O:1]([c:2]1[c:3]([O:21][CH3:22])[c:4]([S:14][c:15]2[cH:16][cH:17][cH:18][cH:19][cH:20]2)[c:5]2[c:6]([cH:13]1)[CH2:7][CH2:8][N:9]([CH3:12])[CH2:10][CH2:11]2)[C:23]([CH3:24])=[O:25].